Task: describe an organic reaction: reactants, conditions, products, and yield. Dataset: the Open Reaction Database (ORD), a public repository of structured organic reaction records Starting materials: FC(C=1C=C(C=CC1)O)(F)F (m-(trifluoromethyl)phenol), [H-].[Na+] (NaH), BrC1=NC(=NC(=C1)Br)SC (4,6-dibromo-2-(methylthio)pyrimidine). The solvent is C1CCOC1 (THF). Yields the product BrC1=NC(=NC(=C1)OC1=CC(=CC=C1)C(F)(F)F)SC (4-bromo-2-methylthio-6-[3-(trifluoromethyl)phenoxy]pyrimidine). Reaction SMILES: [F:1][C:2]([F:11])([F:10])[C:3]1[CH:4]=[C:5]([OH:9])[CH:6]=[CH:7][CH:8]=1.[H-].[Na+].[Br:14][C:15]1[CH:20]=[C:19](Br)[N:18]=[C:17]([S:22][CH3:23])[N:16]=1>C1COCC1>[Br:14][C:15]1[CH:20]=[C:19]([O:9][C:5]2[CH:6]=[CH:7][CH:8]=[C:3]([C:2]([F:10])([F:11])[F:1])[CH:4]=2)[N:18]=[C:17]([S:22][CH3:23])[N:16]=1 |f:1.2|. Reported procedure: In THF, a phenoxide was prepared from m-(trifluoromethyl)phenol (1.30 g, 0.00794×1.0 mol) and NaH (0.32 g (ca. 60% in mineral oil), 0.00794×1.0 mol), and 4,6-dibromo-2-(methylthio)pyrimidine (Compound No. VII-22) (2.0 g, 0.00794 mol) was added thereto, and the mixture was then allowed to react for 5 hours at room temperature.